This data is from the Open Reaction Database (ORD), a public repository of structured organic reaction records. The task is: describe an organic reaction: reactants, conditions, products, and yield Starting materials: O=C(n1ccnc1)n1ccnc1, O=C(O)c1cc[n+]([O-])cc1, CN(C)C=O, Nc1ccc(Cl)c(C(F)(F)F)c1. Product: O=C(Nc1ccc(Cl)c(C(F)(F)F)c1)c1cc[n+]([O-])cc1. As a reaction SMILES: [C:11]([n:12]1[cH:13][cH:14][n:15][cH:16]1)([n:17]1[cH:18][cH:19][n:20][cH:21]1)=[O:22].[C:1]([c:2]1[cH:3][cH:4][n+:5]([O-:8])[cH:6][cH:7]1)(=[O:9])[OH:10].[CH3:35][N:36]([CH3:37])[CH:38]=[O:39].[Cl:23][c:24]1[c:25]([C:31]([F:32])([F:33])[F:34])[cH:26][c:27]([NH2:30])[cH:28][cH:29]1>>[C:1]([c:2]1[cH:3][cH:4][n+:5]([O-:8])[cH:6][cH:7]1)(=[O:10])[NH:30][c:27]1[cH:26][c:25]([C:31]([F:32])([F:33])[F:34])[c:24]([Cl:23])[cH:29][cH:28]1. The reactants are CC(C)(C)NN, CC(=O)CCC(=O)O, Cl, Cl, [Na+], N#C[Na], [OH-], O. The product is CC(C)(C)N=NC(C)(C#N)CCC(=O)O. As a reaction SMILES: [C:15]([CH3:16])([CH3:17])([CH3:18])[NH:19][NH2:20].[C:1]([CH2:2][CH2:3][C:4](=[O:5])[CH3:6])(=[O:7])[OH:8].[Cl:21].[ClH:14].[Na+:10].[Na:11][C:12]#[N:13].[OH-:9].[OH2:22]>>[C:1]([CH2:2][CH2:3][C:4]([CH3:6])([C:12]#[N:13])[N:20]=[N:19][C:15]([CH3:16])([CH3:17])[CH3:18])(=[O:7])[OH:8]. Reactants: [Cl-], COC(=O)CCNC(=O)c1cc([N+](=O)[O-])cc([N+](=O)[O-])c1N(CCCl)CCOS(C)(=O)=O, Cl, [Li+], CN(C)C=O. The product is COC(=O)CCNC(=O)c1cc([N+](=O)[O-])cc([N+](=O)[O-])c1N(CCCl)CCCl. RXN SMILES: [Cl-:33].[Cl:1][CH2:2][CH2:3][N:4]([c:5]1[c:6]([C:7](=[O:8])[NH:9][CH2:10][CH2:11][C:12](=[O:13])[O:14][CH3:15])[cH:16][c:17]([N+:23](=[O:24])[O-:25])[cH:18][c:19]1[N+:20](=[O:21])[O-:22])[CH2:26][CH2:27][O:28][S:29]([CH3:30])(=[O:31])=[O:32].[ClH:35].[Li+:34].[O:36]=[CH:37][N:38]([CH3:39])[CH3:40]>>[Cl:1][CH2:2][CH2:3][N:4]([c:5]1[c:6]([C:7](=[O:8])[NH:9][CH2:10][CH2:11][C:12](=[O:13])[O:14][CH3:15])[cH:16][c:17]([N+:23](=[O:24])[O-:25])[cH:18][c:19]1[N+:20](=[O:21])[O-:22])[CH2:26][CH2:27][Cl:33]. Starting materials: BrC=1C(=CC2=C(N=C(S2)NC(=O)NCC)C1)F (1-(5-bromo-6-fluoro-benzothiazol-2-yl)-3-ethyl-urea), CC1(OB(OC1(C)C)C=1C=NC(=NC1)N1CCN(CC1)C(=O)OC(C)(C)C)C (tert-butyl 4-(5-(4,4,5,5-tetramethyl-1,3,2-dioxaborolan-2-yl)pyrimidin-2-yl)piperazine-1-carboxylate), [O-]P(=O)([O-])[O-].[K+].[K+].[K+] (K3PO4). Reagents/catalysts: Cl[Pd]([P](C1=CC=CC=C1)(C2=CC=CC=C2)C3=CC=CC=C3)([P](C4=CC=CC=C4)(C5=CC=CC=C5)C6=CC=CC=C6)Cl (Dichlorobis(triphenylphosphine)-palladium(II)). The solvent is CN(C)C=O.O (DMF H2O). Conditions: temperature 97.5 celsius. Product: C(C)NC(NC=1SC2=C(N1)C=C(C(=C2)F)C=2C=NC(=NC2)N2CCN(CC2)C(=O)OC(C)(C)C)=O (tert-butyl 4-(5-(2-(3-ethylureido)-6-fluorobenzo[d]thiazol-5-yl)pyrimidin-2-yl)piperazine-1-carboxylate). Isolated yield 19.9%. As a reaction SMILES: Br[C:2]1[C:3]([F:17])=[CH:4][C:5]2[S:9][C:8]([NH:10][C:11]([NH:13][CH2:14][CH3:15])=[O:12])=[N:7][C:6]=2[CH:16]=1.CC1(C)C(C)(C)OB([C:26]2[CH:27]=[N:28][C:29]([N:32]3[CH2:37][CH2:36][N:35]([C:38]([O:40][C:41]([CH3:44])([CH3:43])[CH3:42])=[O:39])[CH2:34][CH2:33]3)=[N:30][CH:31]=2)O1.[O-]P([O-])([O-])=O.[K+].[K+].[K+]>CN(C=O)C.O.Cl[Pd](Cl)([P](C1C=CC=CC=1)(C1C=CC=CC=1)C1C=CC=CC=1)[P](C1C=CC=CC=1)(C1C=CC=CC=1)C1C=CC=CC=1>[CH2:14]([NH:13][C:11](=[O:12])[NH:10][C:8]1[S:9][C:5]2[CH:4]=[C:3]([F:17])[C:2]([C:26]3[CH:31]=[N:30][C:29]([N:32]4[CH2:33][CH2:34][N:35]([C:38]([O:40][C:41]([CH3:44])([CH3:43])[CH3:42])=[O:39])[CH2:36][CH2:37]4)=[N:28][CH:27]=3)=[CH:16][C:6]=2[N:7]=1)[CH3:15] |f:2.3.4.5,6.7,^1:62,81|. Procedure details: A solution of 1-(5-bromo-6-fluoro-benzothiazol-2-yl)-3-ethyl-urea (0.05 g, 0.15 mmol), tert-butyl 4-(5-(4,4,5,5-tetramethyl-1,3,2-dioxaborolan-2-yl)pyrimidin-2-yl)piperazine-1-carboxylate (0.12 g, 0.31 mmol) and K3PO4 (0.13 g, 0.61 mmol) in DMF-H2O (5.0 mL, 3:2) was degassed by flushing with nitrogen for 15 min. Dichlorobis(triphenylphosphine)-palladium(II) (0.021 g, 0.03 mmol) was then added to the reaction mixture followed by degassing with nitrogen for another 15 min. The resulting reaction m...